This data is from the Open Reaction Database (ORD), a public repository of structured organic reaction records. The task is: describe an organic reaction: reactants, conditions, products, and yield Starting materials: CO (methanol), O (water), [OH-].[Na+] (sodium hydroxide), C(C)(=O)NCCC=1C=CC=C2C=CC(=CC12)OCCCCOC1=CC=C2C=CC=C(C2=C1)CC(=O)OC (Methyl {7-[4-({8-[2-(acetylamino)ethyl]-2-naphthyl}oxy)butoxy]-1-naphthyl}acetate). The solvent is C1CCOC1 (THF). Conditions: time 4 hour. Yields the product C(C)(=O)NCCC=1C=CC=C2C=CC(=CC12)OCCCCOC1=CC=C2C=CC=C(C2=C1)CC(=O)O ({7-[4-({8-[2-(Acetylamino)ethyl]-2-naphthyl}oxy)butoxy]-1-naphthyl}acetic acid). As a reaction SMILES: CO.O.[OH-].[Na+].[C:6]([NH:9][CH2:10][CH2:11][C:12]1[CH:13]=[CH:14][CH:15]=[C:16]2[C:21]=1[CH:20]=[C:19]([O:22][CH2:23][CH2:24][CH2:25][CH2:26][O:27][C:28]1[CH:37]=[C:36]3[C:31]([CH:32]=[CH:33][CH:34]=[C:35]3[CH2:38][C:39]([O:41]C)=[O:40])=[CH:30][CH:29]=1)[CH:18]=[CH:17]2)(=[O:8])[CH3:7]>C1COCC1>[C:6]([NH:9][CH2:10][CH2:11][C:12]1[CH:13]=[CH:14][CH:15]=[C:16]2[C:21]=1[CH:20]=[C:19]([O:22][CH2:23][CH2:24][CH2:25][CH2:26][O:27][C:28]1[CH:37]=[C:36]3[C:31]([CH:32]=[CH:33][CH:34]=[C:35]3[CH2:38][C:39]([OH:41])=[O:40])=[CH:30][CH:29]=1)[CH:18]=[CH:17]2)(=[O:8])[CH3:7] |f:2.3|. Procedure details: In a 100 ml round-bottomed flask, dissolve the compound obtained in Example 43 in THF, and add methanol, water and sodium hydroxide. The reaction mixture is maintained at room temperature, with stirring, for 4 hours. Concentrate the solution, carry out hydrolysis and render acidic with concentrated hydrochloric acid. Suction off the resulting precipitate and recrystallise from a mixture of toluene/cyclohexane (4/1). Reactants: Cn1cc(NC(=O)c2cc([N+](=O)[O-])cn2C)cc1C(=O)NCCN1CCOCC1, CO. The product is Cn1cc(NC(=O)c2cc(N)cn2C)cc1C(=O)NCCN1CCOCC1. As a reaction SMILES: [CH3:1][n:2]1[c:3]([C:19](=[O:20])[NH:21][CH2:22][CH2:23][N:24]2[CH2:25][CH2:26][O:27][CH2:28][CH2:29]2)[cH:4][c:5]([NH:7][C:8](=[O:9])[c:10]2[n:11]([CH3:18])[cH:12][c:13]([N+:15]([O-:16])=[O:17])[cH:14]2)[cH:6]1.[CH3:30][OH:31]>>[CH3:1][n:2]1[c:3]([C:19](=[O:20])[NH:21][CH2:22][CH2:23][N:24]2[CH2:25][CH2:26][O:27][CH2:28][CH2:29]2)[cH:4][c:5]([NH:7][C:8](=[O:9])[c:10]2[n:11]([CH3:18])[cH:12][c:13]([NH2:15])[cH:14]2)[cH:6]1. Procedure details: A sample was treated with diazomethane to make the methyl ester before analysis. See Example 14 (N-acetyl alanine methyl ester) for analytical details. Starting materials: [N+](=[N-])=C (diazomethane), methyl ester, COC([C@@H](NC(C)=O)C)=O (N-acetyl alanine methyl ester). As a reaction SMILES: [N+](=C)=[N-].C[O:5][C:6](=[O:13])[C@H:7]([CH3:12])[NH:8][C:9](=[O:11])[CH3:10]>>[C:9]([NH:8][C@@H:7]([C:6]([OH:13])=[O:5])[CH3:12])(=[O:11])[CH3:10]. Yields the product C(C)(=O)N[C@H](C)C(=O)O (N-Acetyl D-alanine). Starting materials: ClC=1N=NC(=CC1N1CCCC1)Cl (3,6-dichloro-4-(pyrrolidin-1-yl)pyridazine), O.NN (hydrazine monohydrate), ClCCl (dichloromethane). The solvent is O1CCOCC1 (1,4-dioxane). Yields the product ClC1=C(C=C(N=N1)NN)N1CCCC1 (6-Chloro-5-(pyrrolidin-1-yl)-pyridazin-3-ylhydrazine). Isolated yield 27.3%. Reaction SMILES: [Cl:1][C:2]1[N:3]=[N:4][C:5](Cl)=[CH:6][C:7]=1[N:8]1[CH2:12][CH2:11][CH2:10][CH2:9]1.O.[NH2:15][NH2:16].ClCCl>O1CCOCC1>[Cl:1][C:2]1[N:3]=[N:4][C:5]([NH:15][NH2:16])=[CH:6][C:7]=1[N:8]1[CH2:12][CH2:11][CH2:10][CH2:9]1 |f:1.2|. Procedure: A solution of 3,6-dichloro-4-(pyrrolidin-1-yl)pyridazine (53 g, 0.24 mol) and hydrazine monohydrate (105 ml, 2.2 mol) in 1,4-dioxane (820 ml) was heated at reflux overnight. The solution was allowed to cool, and dichloromethane was added, precipitating a solid. This was filtered off, affording the title compound as a pale yellow solid (14 g, 27%). The filtrate was concentrated in vacuo, and the residue purified by flash chromatography on silica gel, eluting with 2-5% methanol in dichloromethane ... Solvent: C(Cl)Cl (CH2Cl2), CCOC(=O)C (EtOAc). Starting materials: FC1=C(C(=CC=C1)F)N1C(NCC2=C1N=C(N=C2C=2C=C(C(=O)NCC1=CC=CC=C1)C=CC2C)S(=O)(=O)C)=O (3-[8-(2,6-difluorophenyl)-2-(methylsulfonyl)-7-oxo-5,6,7,8-tetrahydropyrimido[4,5-d]pyrimidin-4-yl]-4-methyl-N-(phenylmethyl)benzamide), NC1CCN(CC1)C (4-amino-1-methylpiperidine), NC1CCN(CC1)C (4-amino-1-methylpiperidine). Reaction SMILES: [F:1][C:2]1[CH:7]=[CH:6][CH:5]=[C:4]([F:8])[C:3]=1[N:9]1[C:14]2[N:15]=[C:16](S(C)(=O)=O)[N:17]=[C:18]([C:19]3[CH:20]=[C:21]([CH:32]=[CH:33][C:34]=3[CH3:35])[C:22]([NH:24][CH2:25][C:26]3[CH:31]=[CH:30][CH:29]=[CH:28][CH:27]=3)=[O:23])[C:13]=2[CH2:12][NH:11][C:10]1=[O:40].[NH2:41][CH:42]1[CH2:47][CH2:46][N:45]([CH3:48])[CH2:44][CH2:43]1>C(Cl)Cl.CCOC(C)=O>[NH4+:9].[OH-:23].[F:1][C:2]1[CH:7]=[CH:6][CH:5]=[C:4]([F:8])[C:3]=1[N:9]1[C:14]2[N:15]=[C:16]([NH:41][CH:42]3[CH2:47][CH2:46][N:45]([CH3:48])[CH2:44][CH2:43]3)[N:17]=[C:18]([C:19]3[CH:20]=[C:21]([CH:32]=[CH:33][C:34]=3[CH3:35])[C:22]([NH:24][CH2:25][C:26]3[CH:31]=[CH:30][CH:29]=[CH:28][CH:27]=3)=[O:23])[C:13]=2[CH2:12][NH:11][C:10]1=[O:40] |f:4.5|. Reported procedure: The compound 3-[8-(2,6-difluorophenyl)-2-(methylsulfonyl)-7-oxo-5,6,7,8-tetrahydropyrimido[4,5-d]pyrimidin-4-yl]-4-methyl-N-(phenylmethyl)benzamide, (0.06 g, 0.106 mmol) was dissolved in CH2Cl2 (5 mL) and 4-amino-1-methylpiperidine (0.031 g, 0.265 mmol) was added. The mixture was stirred under argon at room temperature for 16 h with some product formation. The reaction was not complete, so additional 4-amino-1-methylpiperidine (0.031 g, 0.265 mmol) was added and the mixture stirred for an additi... Conditions: time 16 hour. The product is [NH4+].[OH-] (NH4OH), FC1=C(C(=CC=C1)F)N1C(NCC2=C1N=C(N=C2C=2C=C(C(=O)NCC1=CC=CC=C1)C=CC2C)NC2CCN(CC2)C)=O (3-{8-(2,6-Difluorophenyl)-2-[(1-methyl-4-piperidinyl)amino]-7-oxo-5,6,7,8-tetrahydropyrimido[4,5-d]pyrimidin-4-yl}-4-methyl-N-(phenylmethyl)benzamide). The reactants are CCOCC, NNc1ccccc1Cl, Cl, Cl, O=N[O-], [Na+], O. Yields the product [N-]=[N+]=Nc1ccccc1Cl. Reaction SMILES: [CH3:16][CH2:17][O:18][CH2:19][CH3:20].[Cl:2][c:3]1[c:4]([NH:9][NH2:10])[cH:5][cH:6][cH:7][cH:8]1.[ClH:11].[ClH:1].[N:12]([O-:13])=[O:14].[Na+:15].[OH2:21]>>[Cl:2][c:3]1[c:4]([N:9]=[N+:10]=[N-:12])[cH:5][cH:6][cH:7][cH:8]1.